This data is from the Open Reaction Database (ORD), a public repository of structured organic reaction records. The task is: describe an organic reaction: reactants, conditions, products, and yield The reactants are CON(C(=O)C1(CC1)C(F)(F)F)C (N-methoxy-N-methyl-1-(trifluoromethyl)cyclopropanecarboxamide), [Cl-].[NH4+] (ammonium chloride), C(C)[Mg]Br (Ethylmagnesium bromide), IC=1N=C(N(C1)C(C1=CC=CC=C1)(C1=CC=CC=C1)C1=CC=CC=C1)C (4-iodo-2-methyl-1-trityl-1H-imidazole). Solvent: C(Cl)Cl (methylene chloride), C(Cl)Cl (methylene chloride). Reaction conditions: temperature 5 celsius, time 30 minute. Yields the product CC=1N(C=C(N1)C(=O)C1(CC1)C(F)(F)F)C(C1=CC=CC=C1)(C1=CC=CC=C1)C1=CC=CC=C1 ((2-methyl-1-trityl-1H-imidazol-4-yl)[1-(trifluoromethyl)cyclopropyl]methanone). RXN SMILES: C([Mg]Br)C.I[C:6]1[N:7]=[C:8]([CH3:30])[N:9]([C:11]([C:24]2[CH:29]=[CH:28][CH:27]=[CH:26][CH:25]=2)([C:18]2[CH:23]=[CH:22][CH:21]=[CH:20][CH:19]=2)[C:12]2[CH:17]=[CH:16][CH:15]=[CH:14][CH:13]=2)[CH:10]=1.CON(C)[C:34]([C:36]1([C:39]([F:42])([F:41])[F:40])[CH2:38][CH2:37]1)=[O:35].[Cl-].[NH4+]>C(Cl)Cl>[CH3:30][C:8]1[N:9]([C:11]([C:24]2[CH:25]=[CH:26][CH:27]=[CH:28][CH:29]=2)([C:18]2[CH:19]=[CH:20][CH:21]=[CH:22][CH:23]=2)[C:12]2[CH:17]=[CH:16][CH:15]=[CH:14][CH:13]=2)[CH:10]=[C:6]([C:34]([C:36]2([C:39]([F:42])([F:41])[F:40])[CH2:38][CH2:37]2)=[O:35])[N:7]=1 |f:3.4|. Procedure: Ethylmagnesium bromide (3 M solution in diethyl ether) (633 mL, 1.9 mol) was added over 1 h to a 5° C. solution of 4-iodo-2-methyl-1-trityl-1H-imidazole (855 g, 1.9 mol) in methylene chloride (8 L). After stirring at 5° C. for 30 min, the reaction mixture was allowed to warm to ca. 12° C. and a solution of N-methoxy-N-methyl-1-(trifluoromethyl)cyclopropanecarboxamide (355 g, 1.8 mol) in methylene chloride (2 L) was added over 1 h. After stirring at ambient temperature overnight, the reaction mix... Starting materials: ClC=1N=C(C=2N=CN([C@H]3[C@H](O)[C@H](O)[C@@H](CO)O3)C2N1)NN1CCCCC1 (2-Chloro-N-(1-piperidinyl)adenosine), S(=O)(Br)Br (thionyl bromide), S(=O)(Cl)Cl (thionyl chloride). Yields the product BrC[C@@H]1[C@H]([C@H]([C@@H](O1)N1C=NC=2C(NN3CCCCC3)=NC(=NC12)Cl)O)O (5'-bromo-2-chloro-5'-deoxy-N-(1-piperidinyl)adenosine). Yield: 9.0%. As a reaction SMILES: [Cl:1][C:2]1[N:3]=[C:4]([NH:20][N:21]2[CH2:26][CH2:25][CH2:24][CH2:23][CH2:22]2)[C:5]2[N:6]=[CH:7][N:8]([C:18]=2[N:19]=1)[C@@H:9]1[O:17][C@H:14]([CH2:15]O)[C@@H:12]([OH:13])[C@H:10]1[OH:11].S(Br)([Br:29])=O.S(Cl)(Cl)=O>>[Br:29][CH2:15][C@H:14]1[O:17][C@@H:9]([N:8]2[C:18]3[N:19]=[C:2]([Cl:1])[N:3]=[C:4]([NH:20][N:21]4[CH2:26][CH2:25][CH2:24][CH2:23][CH2:22]4)[C:5]=3[N:6]=[CH:7]2)[C@H:10]([OH:11])[C@@H:12]1[OH:13]. Procedure: This compound was prepared by general method C, described in more detail in Example 2. 2-Chloro-N-(1-piperidinyl)adenosine [WO 93/08206 (Novo Nordisk A/S)] (3.08 g, 8 mmol) was subjected to the same reaction conditions described above, except that thionyl bromide was substituted for thionyl chloride. The procedure provided the desired 5'-bromo-2-chloro-5'-deoxy-N-(1-piperidinyl)adenosine as a foam (0.19 g, 9%) after column chromatography, 1H-NMR (400 MHz, DMSO-d6) δ1.37 (2H, br, piperidine C--H)... Reactants: C1(C=CCCC1)=O (2-Cyclohexenone), C(C1=CC=CC=C1)N (benzylamine). Product: C(C1=CC=CC=C1)NC1CC(CCC1)=O (3-benzylaminocyclohexanone). RXN SMILES: [C:1]1(=[O:7])[CH2:6][CH2:5][CH2:4][CH:3]=[CH:2]1.[CH2:8]([NH2:15])[C:9]1[CH:14]=[CH:13][CH:12]=[CH:11][CH:10]=1>>[CH2:8]([NH:15][CH:3]1[CH2:4][CH2:5][CH2:6][C:1](=[O:7])[CH2:2]1)[C:9]1[CH:14]=[CH:13][CH:12]=[CH:11][CH:10]=1. Reported procedure: 2-Cyclohexenone is reacted with benzylamine to give 3-benzylaminocyclohexanone. Hydrogenolysis of the benzylamino group then gives 3-aminocyclohexanone. Reaction with hexadecanoyl chloride affords 3-hexadecanamidocyclohexanone, which is then reduced with sodium borohydride to produce a cis/trans mixture of 3-hexadecanamidocyclohexanol. Separation by column chromatography then gives the pure isomers. Reaction with bromoethylphosphodichloridate, then with trimethylamine will produce 3-hexadecanami... Reactants: [N+](=O)([O-])C=1C=C(C(=O)C2=CC(=C(C=C2)OC2=CC=CC=C2)[N+](=O)[O-])C=CC1OC1=CC=CC=C1 (3,3'-dinitro-4,4'-diphenoxybenzophenone), [H][H] (hydrogen). The reagents and catalysts are [Pd] (Pd/C). The solvent is COCCO (methyl cellosolve). The product is NC=1C=C(C(=O)C2=CC(=C(C=C2)OC2=CC=CC=C2)N)C=CC1OC1=CC=CC=C1 (3,3'-diamino-4,4'-diphenoxybenzophenone). Isolated yield 86.6%. Reaction SMILES: [N+:1]([C:4]1[CH:5]=[C:6]([CH:25]=[CH:26][C:27]=1[O:28][C:29]1[CH:34]=[CH:33][CH:32]=[CH:31][CH:30]=1)[C:7]([C:9]1[CH:14]=[CH:13][C:12]([O:15][C:16]2[CH:21]=[CH:20][CH:19]=[CH:18][CH:17]=2)=[C:11]([N+:22]([O-])=O)[CH:10]=1)=[O:8])([O-])=O.[H][H]>[Pd].COCCO>[NH2:22][C:11]1[CH:10]=[C:9]([CH:14]=[CH:13][C:12]=1[O:15][C:16]1[CH:17]=[CH:18][CH:19]=[CH:20][CH:21]=1)[C:7]([C:6]1[CH:25]=[CH:26][C:27]([O:28][C:29]2[CH:30]=[CH:31][CH:32]=[CH:33][CH:34]=2)=[C:4]([NH2:1])[CH:5]=1)=[O:8]. Procedure details: To a reaction apparatus equipped with a thermometer, reflux condenser and stirrer, 60 g (0.131 mol) of 3,3'-dinitro-4,4'-diphenoxybenzophenone, 150 g of methyl cellosolve and 3.0 g of 5%-Pd/C (50% moisture content) were charged and reacted in a hydrogen atmosphere at 70°~80° C. for 4 hours. After finishing the reaction, the catalyst was filtered and the filtrate was concentrated under reduced pressure to obtain 45 g (86 % yield) of 3,3'-diamino-4,4'-diphenoxybenzophenone as light yellow crystals...